Task: describe an organic reaction: reactants, conditions, products, and yield. Dataset: the Open Reaction Database (ORD), a public repository of structured organic reaction records Starting materials: C(#N)C=1C=C2COC(=O)C2=CC1 (5-cyanophthalide), ketones, [Mg] (magnesium), [H-].[H-].[H-].[H-].[Li+].[Al+3] (LiAlH4), NH4H2PO4 H3PO4, C(#N)C=1C=C2COC(=O)C2=CC1 (5-cyanophthalide), Grignard reagent, 4-fluorophenylmagnesium halide, FC1=CC=C(C=C1)Br (p-fluorobromobenzene), [BH4-].[Na+] (NaBH4), alcohols, BrC=1C=C2COC(=O)C2=CC1 (5-bromophthalide), C(#N)C=1C=C2COC(=O)C2=CC1 (5-cyanophthalide). The solvent is CC#N.O (CH3CN H2O), O1CCCC1 (tetrahydrofuran), CCOCC (ether). Yields the product OCC=1C=C(C#N)C=CC1C(O)C1=CC=C(C=C1)F (3-hydroxymethyl-4-[(4-fluorophenyl)hydroxymethyl]benzonitrile). As a reaction SMILES: [C:1]([C:3]1[CH:4]=[C:5]2[C:10](=[CH:11][CH:12]=1)[C:8](=[O:9])[O:7][CH2:6]2)#[N:2].BrC1C=C2C(=CC=1)C(=O)OC2.[F:24][C:25]1[CH:30]=[CH:29][C:28](Br)=[CH:27][CH:26]=1.[Mg].[BH4-].[Na+].[H-].[H-].[H-].[H-].[Li+].[Al+3]>O1CCCC1.CC#N.O.CCOCC>[OH:7][CH2:6][C:5]1[CH:4]=[C:3]([CH:12]=[CH:11][C:10]=1[CH:8]([C:28]1[CH:29]=[CH:30][C:25]([F:24])=[CH:26][CH:27]=1)[OH:9])[C:1]#[N:2] |f:4.5,6.7.8.9.10.11,13.14|. Procedure: In particular, step (a), consisting of the treatment of 5-cyanophthalide with a 4-fluorophenylmagnesium halide, occurs according to a classical Grignard reaction procedure, for example under the conditions described in Example 1 of U.S. Pat. No. 4,136,193 for the 5-bromophthalide, by treating 1.05-1.35 equivalents of a Grignard solution, titred at 15-20%, said solution being prepared from p-fluorobromobenzene and magnesium turnings in an ether, for example in tetrahydrofuran, with 5-cyanophthali... Reactants: C(C)(=O)C1=CC=CC=C1 (acetophenone), C([C@@H]1[C@@H]2[C@@H]([C@H]([C@H](O1)O[C@@H]3[C@H](O[C@@H]([C@@H]([C@H]3O)O)O[C@@H]4[C@H](O[C@@H]([C@@H]([C@H]4O)O)O[C@@H]5[C@H](OC([C@@H]([C@H]5O)O)OC6[C@H](OC([C@@H]([C@H]6O)O)C7[C@H](OC([C@@H]([C@H]7O)O)O[C@@H]8[C@H](O[C@@H]([C@@H]([C@H]8O)O)O[C@@H]9[C@H](O[C@H](O2)[C@@H]([C@H]9O)O)CO)CO)CO)CO)CO)CO)CO)O)O)O (γ-cyclodextrine). Procedure: A solution of (S)-(-)-α,-α-diphenyl-2-pyrrolidinemethanol (DPP) (Aldrich) (1.02 g, 4.03 mmol) in carefully dried THF (4 mL) was added to a solution of sodium aluminum hydride in THF (4.85 mL of 0.252M solution, 1.25 mmol) with stirring under argon at r.t. for 5 min, 45.5 cm3H2 being evolved (calcld. 56 mL for AlH2 complex formation). 1.2 mL of the solution thus obtained was placed by syringe in another flask, and was allowed to stand at r.t. for 1 h. The solution was cooled to +70° C. and acetop... As a reaction SMILES: [C:1]([C:4]1[CH:9]=[CH:8][CH:7]=[CH:6][CH:5]=1)(=[O:3])[CH3:2].C(O)[C@H]1O[C@@H]2O[C@H]3[C@H](O)[C@@H](O)[C@@H](O[C@H]4[C@H](O)[C@@H](O)[C@@H](O[C@H]5[C@H](O)[C@@H](O)C(OC6[C@H](O)[C@@H](O)C(C7[C@H](O)[C@@H](O)C(O[C@H]8[C@H](O)[C@@H](O)[C@@H](O[C@H]9[C@H](O)[C@@H](O)[C@@H](O[C@H]1[C@H](O)[C@H]2O)O[C@@H]9CO)O[C@@H]8CO)O[C@@H]7CO)O[C@@H]6CO)O[C@@H]5CO)O[C@@H]4CO)O[C@@H]3CO>>[C:4]1([CH:1]([OH:3])[CH3:2])[CH:9]=[CH:8][CH:7]=[CH:6][CH:5]=1. Yields the product C1(=CC=CC=C1)C(C)O (1-phenylethanol), ( R ). Conditions: time 1 hour. The reactants are C(CC)C1CCC(CC1)C(CO)CO (2-(4'-propylcyclohexyl)propane-1,3-diol), FC=1C=C(C=O)C=CC1F (3,4-difluorobenzaldehyde), CC=1C=CC(=CC1)S(=O)(=O)O (TsOH), O (water). The solvent is ClCCl (dichloromethane). Product: FC=1C=C(C=CC1F)[C@@H]1OC[C@H](CO1)[C@@H]1CC[C@H](CC1)CCC (trans-2-(3',4'-difluorophenyl)-5-(trans-4'-propylcyclohexyl)-1,3-dioxane). The yield is 62.5%. Reaction SMILES: [CH2:1]([CH:4]1[CH2:9][CH2:8][CH:7]([CH:10]([CH2:13][OH:14])[CH2:11][OH:12])[CH2:6][CH2:5]1)[CH2:2][CH3:3].[F:15][C:16]1[CH:17]=[C:18]([CH:21]=[CH:22][C:23]=1[F:24])[CH:19]=O.CC1C=CC(S(O)(=O)=O)=CC=1.O>ClCCl>[F:15][C:16]1[CH:17]=[C:18]([C@H:19]2[O:12][CH2:11][C@H:10]([C@H:7]3[CH2:8][CH2:9][C@H:4]([CH2:1][CH2:2][CH3:3])[CH2:5][CH2:6]3)[CH2:13][O:14]2)[CH:21]=[CH:22][C:23]=1[F:24]. Procedure: In 40 cm3 of dichloromethane, 1.5 g (0.008 mol) of 2-(4'-propylcyclohexyl)propane-1,3-diol, 1.5 g (0.01 mol) of 3,4-difluorobenzaldehyde (manufactured by Aldrich), and 0.1 g of TsOH were refluxed for 3 hours over a hot water bath fitted with a Dean-Stark trap and the water formed was removed continuously from the reaction system. The reaction solution was washed with water and the dichloromethane was distilled off. The distillation residue was recrystallized from a solvent mixture of acetone and... The reactants are CC(=O)O[BH-](OC(C)=O)OC(C)=O, CCS(=O)(=O)N1CCC(c2c[nH]c3c(C(N)=O)cc(-c4csc(C=O)c4)cc23)CC1, CCOC(=O)CNC, CC(=O)O, CS(C)=O, [Na+]. The product is CCOC(=O)CN(C)Cc1cc(-c2cc(C(N)=O)c3[nH]cc(C4CCN(S(=O)(=O)CC)CC4)c3c2)cs1. RXN SMILES: [C:43]([O:44][BH-:45]([O:46][C:47](=[O:48])[CH3:49])[O:50][C:51](=[O:52])[CH3:53])(=[O:54])[CH3:55].[CH2:1]([CH3:2])[S:3](=[O:4])(=[O:5])[N:6]1[CH2:7][CH2:8][CH:9]([c:12]2[cH:13][nH:14][c:15]3[c:16]([C:28](=[O:29])[NH2:30])[cH:17][c:18](-[c:21]4[cH:22][s:23][c:24]([CH:26]=[O:27])[cH:25]4)[cH:19][c:20]23)[CH2:10][CH2:11]1.[CH3:31][NH:32][CH2:33][C:34](=[O:35])[O:36][CH2:37][CH3:38].[CH3:39][C:40](=[O:41])[OH:42].[CH3:57][S:58](=[O:59])[CH3:60].[Na+:56]>>[CH2:1]([CH3:2])[S:3](=[O:4])(=[O:5])[N:6]1[CH2:7][CH2:8][CH:9]([c:12]2[cH:13][nH:14][c:15]3[c:16]([C:28](=[O:29])[NH2:30])[cH:17][c:18](-[c:21]4[cH:22][s:23][c:24]([CH2:26][N:32]([CH3:31])[CH2:33][C:34](=[O:35])[O:36][CH2:37][CH3:38])[cH:25]4)[cH:19][c:20]23)[CH2:10][CH2:11]1. The reactants are C(C(C)C)=O (isobutyraldehyde), NC1=CC=CC=C1 (aniline), CN(CC1=CC=CC=C1)C (dimethylbenzylamine), S(=O)(=O)([O-])[O-].[Mg+2] (magnesium sulphate). The solvent is C(Cl)Cl (methylene chloride). Product: C(C(C)C)=NC1=CC=CC=C1 (N-isobutylideneaniline). Isolated yield 105.3%. RXN SMILES: [CH:1](=O)[CH:2]([CH3:4])[CH3:3].[NH2:6][C:7]1[CH:12]=[CH:11][CH:10]=[CH:9][CH:8]=1.CN(C)CC1C=CC=CC=1.S([O-])([O-])(=O)=O.[Mg+2]>C(Cl)Cl>[CH:1](=[N:6][C:7]1[CH:12]=[CH:11][CH:10]=[CH:9][CH:8]=1)[CH:2]([CH3:4])[CH3:3] |f:3.4|. Reported procedure: 144 g (2 mols) of isobutyraldehyde were added dropwise to a solution of 92 g (1 mol) of aniline, 250 ml of methylene chloride, 2 ml of dimethylbenzylamine and 150 g of anhydrous magnesium sulphate at 0° C. in the course of 1 hour, whilst stirring. The mixture was further stirred at from 0° to 10° C. for 5 hours and was filtered, and the residue was rinsed with 200 ml of methylene chloride. The combined organic phases were freed from solvent, in vacuo, at from 30° to 40° C. 155 g of crude N-isobu...